Dataset: the Open Reaction Database (ORD), a public repository of structured organic reaction records. Task: describe an organic reaction: reactants, conditions, products, and yield Reactants: ClCCl, CC(CC=CC=CC(C)(C)O)C1CCCC2C(=O)CCCC21C, C[Si](C)(C)c1ncc[nH]1. The product is CC(CC=CC=CC(C)(C)O[Si](C)(C)C)C1CCCC2C(=O)CCCC21C. Reaction SMILES: [Cl:33][CH2:34][Cl:35].[OH:1][C:2]([CH:3]=[CH:4][CH:5]=[CH:6][CH2:7][CH:8]([CH3:9])[CH:10]1[C:11]2([CH3:21])[CH2:12][CH2:13][CH2:14][C:15](=[O:20])[CH:16]2[CH2:17][CH2:18][CH2:19]1)([CH3:22])[CH3:23].[Si:24]([CH3:25])([CH3:26])([CH3:27])[c:28]1[nH:29][cH:30][cH:31][n:32]1>>[O:1]([C:2]([CH:3]=[CH:4][CH:5]=[CH:6][CH2:7][CH:8]([CH3:9])[CH:10]1[C:11]2([CH3:21])[CH2:12][CH2:13][CH2:14][C:15](=[O:20])[CH:16]2[CH2:17][CH2:18][CH2:19]1)([CH3:22])[CH3:23])[Si:24]([CH3:25])([CH3:26])[CH3:27]. Reactants: BrC(Br)(Br)Br, ClCCl, O=[N+]([O-])c1cccc(Cl)c1CCO, c1ccc(P(c2ccccc2)c2ccccc2)cc1. As a reaction SMILES: [C:33]([Br:34])([Br:35])([Br:36])[Br:37].[CH2:38]([Cl:39])[Cl:40].[Cl:1][c:2]1[c:3]([CH2:11][CH2:12][OH:13])[c:4]([N+:8](=[O:9])[O-:10])[cH:5][cH:6][cH:7]1.[c:14]1([P:15]([c:16]2[cH:17][cH:18][cH:19][cH:20][cH:21]2)[c:22]2[cH:23][cH:24][cH:25][cH:26][cH:27]2)[cH:28][cH:29][cH:30][cH:31][cH:32]1>>[Cl:1][c:2]1[c:3]([CH2:11][CH2:12][Br:34])[c:4]([N+:8](=[O:9])[O-:10])[cH:5][cH:6][cH:7]1. Yields the product O=[N+]([O-])c1cccc(Cl)c1CCBr. Starting materials: C(C)(=O)OC(C)=O (acetic anhydride), CC1=C2C(=C3C=C(C=CC3=N2)OC)CCN1 (10-methoxyharmalan), crude product. The solvent is C(=O)O (formic acid). Conditions: temperature 50 celsius, time 2 hour. Yields the product C=C1N(CCC=2C3=CC(=CC=C3NC12)OC)C=O (1-methylene-2-formyl-6-methoxy-1,2,3,4-tetrahydro-β-carboline). As a reaction SMILES: [C:1](OC(=O)C)(=[O:3])C.[CH3:8][C:9]1[NH:23][CH2:22][CH2:21][C:11]2=[C:12]3[C:17](=[N:18][C:10]=12)[CH:16]=[CH:15][C:14]([O:19][CH3:20])=[CH:13]3>C(O)=O>[CH2:8]=[C:9]1[C:10]2[NH:18][C:17]3[C:12](=[CH:13][C:14]([O:19][CH3:20])=[CH:15][CH:16]=3)[C:11]=2[CH2:21][CH2:22][N:23]1[CH:1]=[O:3]. Procedure details: To acetic anhydride (1 ml) cooled to 0° C. is added dropwise formic acid (0.5 ml). The mixture is heated for 15 min. at 50° C. After cooling rapidly to 0° C., 10-methoxyharmalan (200 mg) is added slowly and portionwise and the medium is left stirring for 2 h. The crude product is then taken to dryness and, after separation by chromatography (eluent: EtOAc/pet. ether; 50/50), 1-methylene-2-formyl-6-methoxy-1,2,3,4-tetrahydro-β-carboline is obtained. The reactants are Cl (hydrochloric acid), ClC=1C=C(C=C2CCC(NC12)C(F)(F)F)CC(=O)OC (Methyl 8-chloro-1,2,3,4-tetrahydro-2-trifluoromethylquinoline-6-acetate), solution, [OH-].[Na+] (sodium hydroxide), C(C)O (ethanol). Run in O (Water). Reaction conditions: time 1 hour. Yields the product ClC=1C=C(C=C2CCC(NC12)C(F)(F)F)CC(=O)O (8-Chloro-1,2,3,4-tetrahydro-2-trifluoromethylquinoline-6-acetic acid). The yield is 93.5%. As a reaction SMILES: [Cl:1][C:2]1[CH:3]=[C:4]([CH2:16][C:17]([O:19]C)=[O:18])[CH:5]=[C:6]2[C:11]=1[NH:10][CH:9]([C:12]([F:15])([F:14])[F:13])[CH2:8][CH2:7]2.[OH-].[Na+].C(O)C.Cl>O>[Cl:1][C:2]1[CH:3]=[C:4]([CH2:16][C:17]([OH:19])=[O:18])[CH:5]=[C:6]2[C:11]=1[NH:10][CH:9]([C:12]([F:14])([F:15])[F:13])[CH2:8][CH2:7]2 |f:1.2|. Procedure: The compound (1.58 g) of Example 14 was added to a mixed liquor of aqueous solution (5 ml) containing sodium hydroxide (310 mg) with ethanol (5 ml) and the mixture was stirred at room temperature for 1 hour. Water (20 ml) was added and the reaction mixutre was brought to pH 4 with concentrated hydrochloric acid, which was extracted with ethyl acetate. The organic layer was dried over anhydrous sodium sulfate and concentrated to obtain aimed product (1.41 g) as white crystals. When recrystallizin... Run at temperature 150 celsius. Starting materials: C(C)#N (acetonitrile), ClC=1C=C(C=O)C=CC1O (3-chloro-4-hydroxy-benzaldehyde), ClC1=CC=C(CBr)C=C1 (4-chlorobenzyl bromide), C([O-])([O-])=O.[K+].[K+] (potassium carbonate). Procedure details: To acetonitrile (15.0 mL) were added 3-chloro-4-hydroxy-benzaldehyde (556, 0.6 g, 4 mmol), 4-chlorobenzyl bromide (557, 1.2 g, 6 mmol), and potassium carbonate (0.9 g, 7 mmol). The reaction was heated to 150° C. for 10 minutes in a CEM Discover microwave instrument. The reaction was poured into water, extracted with ethyl acetate, and washed with brine. The organic layer was dried over anhydrous sodium sulfate, filtered and concentrated. The desired compound was isolated by silica gel column chr... Product: ClC=1C=C(C=O)C=CC1OCC1=CC=C(C=C1)Cl (3-chloro-4-(4-chloro-benzyloxy)-benzaldehyde). Run in O (water). RXN SMILES: C(#N)C.[Cl:4][C:5]1[CH:6]=[C:7]([CH:10]=[CH:11][C:12]=1[OH:13])[CH:8]=[O:9].[Cl:14][C:15]1[CH:22]=[CH:21][C:18]([CH2:19]Br)=[CH:17][CH:16]=1.C(=O)([O-])[O-].[K+].[K+]>O>[Cl:4][C:5]1[CH:6]=[C:7]([CH:10]=[CH:11][C:12]=1[O:13][CH2:19][C:18]1[CH:21]=[CH:22][C:15]([Cl:14])=[CH:16][CH:17]=1)[CH:8]=[O:9] |f:3.4.5|. The reactants are ClC=1N=NC(=CC1)Cl (3,6-dichloropyridazine), N1C=NC=C1 (imidazole), C(C)(C)N(CC)C(C)C (diisopropylethylamine). Solvent: ClC1=C(C=CC=C1)Cl (1,2-dichlorobenzene). Yields the product ClC=1N=NC(=CC1)N1C=NC=C1 (3-Chloro-6-imidazol-1-yl-pyridazine). The yield is 37.5%. RXN SMILES: [Cl:1][C:2]1[N:3]=[N:4][C:5](Cl)=[CH:6][CH:7]=1.[NH:9]1[CH:13]=[CH:12][N:11]=[CH:10]1.C(N(C(C)C)CC)(C)C>ClC1C=CC=CC=1Cl>[Cl:1][C:2]1[N:3]=[N:4][C:5]([N:9]2[CH:13]=[CH:12][N:11]=[CH:10]2)=[CH:6][CH:7]=1. Reported procedure: A solution of 3,6-dichloropyridazine (Aldrich, 300 mg, 2.0 mmol), imidazole (Aldrich, 163 mg, 2.4 mmol), and diisopropylethylamine (620 mg, 4.8 mmol) in 1.5 mL 1,2-dichlorobenzene was heated in a sealed tube to 120° C. at 330 watts for 45 min in an Emry™ Creator microwave. The crude reaction mixture was purified by column chromatography (SiO2, 1% methanol-CH2Cl2) to give 135 mg of the title compound (0.75 mmol, 38% yield) as the major product. MS (DCl/NH3) m/z 181 (M+H)+. Starting materials: C(C)(=O)OC=1C=CC(=C(C1)OC)OCCC (5-Acetoxy-2-n-propoxyanisole), [OH-].[Na+] (sodium hydroxide). Run in CO (methanol). Conditions: time 1 hour. Product: COC=1C=C(C=CC1OCCC)O (3-methoxy-4-n-propoxyphenol). As a reaction SMILES: C([O:4][C:5]1[CH:6]=[CH:7][C:8]([O:13][CH2:14][CH2:15][CH3:16])=[C:9]([O:11][CH3:12])[CH:10]=1)(=O)C.[OH-].[Na+]>CO>[CH3:12][O:11][C:9]1[CH:10]=[C:5]([OH:4])[CH:6]=[CH:7][C:8]=1[O:13][CH2:14][CH2:15][CH3:16] |f:1.2|. Procedure: 5-Acetoxy-2-n-propoxyanisole (39.9 g, 0.178 M), 1.67 N sodium hydroxide solution (300 ml) and methanol (300 ml) were refluxed with stirring (1 hr). The methanol was then removed, the residue diluted with water and extracted with ether. The aqueous phase was acidified with concentrated hydrochloric acid and extracted with ether. The combined extracts were washed with water, dried (sodium sulphate) and evaporated. The product was then passed through a short pad of florisil eluting with chloroform-... The yield is 36.0%. Reaction SMILES: [N:1]([CH2:4][C:5]1[CH:10]=[CH:9][C:8]([C:11]2C=C[CH:14]=[CH:13][CH:12]=2)=[C:7]([O:17][CH3:18])[CH:6]=1)=[N+:2]=[N-:3].C(C1C=CC(CCl)=CC=1OC)CCC>>[N:1]([CH2:4][C:5]1[CH:10]=[CH:9][C:8]([CH2:11][CH2:12][CH2:13][CH3:14])=[C:7]([O:17][CH3:18])[CH:6]=1)=[N+:2]=[N-:3]. Product: N(=[N+]=[N-])CC1=CC(=C(C=C1)CCCC)OC (4-Azidomethyl-1-butyl-2-methoxy-benzene). Starting materials: C(CCC)C1=C(C=C(C=C1)CCl)OC (1-Butyl-4-chloromethyl-2-methoxy-benzene), N(=[N+]=[N-])CC1=CC(=C(C=C1)C1=CC=CC=C1)OC (4-Azidomethyl-2-methoxy-biphenyl). Procedure: Following the same procedure for the preparation of 4-Azidomethyl-2-methoxy-biphenyl, the title compound is prepared from 1-Butyl-4-chloromethyl-2-methoxy-benzene (crude material from the previous step) in 36% yield (overall yield for 4 steps). The reactants are C1(=CC=C(C=C1)CN1C=C(C(C2=CC=CC=C12)=S)C(=O)OCC)C1=CC=CC=C1 (ethyl 1-(biphenyl-4-ylmethyl)-4-thioxo-1,4-dihydroquinoline-3-carboxylate), C1(=CC=CC=C1)NN (phenylhydrazine), C(C)(C)(C)OC(=O)OC(=O)OC(C)(C)C (di-tert-butyldicarbonate). The solvent is C(C)O (ethanol). Reaction conditions: time 18 hour. Product: C1(=CC=C(C=C1)CN1C=C2C(C=3C=CC=CC13)=NN(C2=O)C2=CC=CC=C2)C2=CC=CC=C2 (5-(Biphenyl-4-ylmethyl)-2-phenyl-2,5-dihydro-3H-pyrazolo[4,3-c]quinolin-3-one). As a reaction SMILES: [C:1]1([C:24]2[CH:29]=[CH:28][CH:27]=[CH:26][CH:25]=2)[CH:6]=[CH:5][C:4]([CH2:7][N:8]2[C:17]3[C:12](=[CH:13][CH:14]=[CH:15][CH:16]=3)[C:11](=S)[C:10]([C:19]([O:21]CC)=O)=[CH:9]2)=[CH:3][CH:2]=1.[C:30]1([NH:36][NH2:37])[CH:35]=[CH:34][CH:33]=[CH:32][CH:31]=1.C(OC(OC(OC(C)(C)C)=O)=O)(C)(C)C>C(O)C>[C:1]1([C:24]2[CH:25]=[CH:26][CH:27]=[CH:28][CH:29]=2)[CH:2]=[CH:3][C:4]([CH2:7][N:8]2[C:17]3[CH:16]=[CH:15][CH:14]=[CH:13][C:12]=3[C:11]3=[N:37][N:36]([C:30]4[CH:35]=[CH:34][CH:33]=[CH:32][CH:31]=4)[C:19](=[O:21])[C:10]3=[CH:9]2)=[CH:5][CH:6]=1. Procedure: Ethyl 1-(biphenyl-4-ylmethyl)-4-thioxo-1,4-dihydroquinoline-3-carboxylate [(Example 8, Step 2), 72 mg, 0.18 mmol] and phenylhydrazine (0.19 g, 1.8 mmol, 10 equiv) were combined in absolute ethanol (5 mL) and placed into a preheated oil bath at 75° C. for 18 hours. The mixture was cooled to ambient temperature and concentrated in vacuo. The residue was dissolved in dichloromethane (10 mL) and treated with di-tert-butyldicarbonate (0.30 g, 1.4 mmol, 7.8 equiv). After stirring for 5 hours at ambien... The reactants are C(C)(C)(C)C1=NC2=C(N1CC1CCOCC1)C=CC(=C2)S(=O)(=O)Cl (2-tert-butyl-1-(tetrahydro-2H-pyran-4-ylmethyl)-1H-benzimidazole-5-sulfonyl chloride), N1N=C(C=C1)NC(OC(C)(C)C)=O (tert-butyl 1H-pyrazol-3-ylcarbamate). Reagents/catalysts: CN(C)C=1C=CN=CC1 (DMAP). Run in CC#N (MeCN). The product is C(C)(C)(C)C1=NC2=C(N1CC1CCOCC1)C=CC(=C2)S(=O)(=O)N2N=C(C=C2)N (1-{[2-tert-butyl-1-(tetrahydro-2H-pyran-4-ylmethyl)-1H-benzimidazol-5-yl]sulfonyl}-1H-pyrazol-3-amine). Yield: 18.9%. RXN SMILES: [C:1]([C:5]1[N:9]([CH2:10][CH:11]2[CH2:16][CH2:15][O:14][CH2:13][CH2:12]2)[C:8]2[CH:17]=[CH:18][C:19]([S:21](Cl)(=[O:23])=[O:22])=[CH:20][C:7]=2[N:6]=1)([CH3:4])([CH3:3])[CH3:2].[NH:25]1[CH:29]=[CH:28][C:27]([NH:30]C(=O)OC(C)(C)C)=[N:26]1>CN(C1C=CN=CC=1)C.CC#N>[C:1]([C:5]1[N:9]([CH2:10][CH:11]2[CH2:16][CH2:15][O:14][CH2:13][CH2:12]2)[C:8]2[CH:17]=[CH:18][C:19]([S:21]([N:25]3[CH:29]=[CH:28][C:27]([NH2:30])=[N:26]3)(=[O:23])=[O:22])=[CH:20][C:7]=2[N:6]=1)([CH3:4])([CH3:3])[CH3:2]. Reported procedure: Following the same procedure in Example 1, Step A, using 2-tert-butyl-1-(tetrahydro-2H-pyran-4-ylmethyl)-1H-benzimidazole-5-sulfonyl chloride (1.46 g, 3.93 mmol), tert-butyl 1H-pyrazol-3-ylcarbamate (0.80 g, 4.33 mmol) (see following step B for preparation), and DMAP (1.47 g, 12.0 mmol) in MeCN (40 mL). The crude product was purified by MPLC using EtOAc on silica gel to give 0.31 g (19%) of a white solid as the title compound. 1H NMR (400 MHz, DMSO-D6) δ 1.25-1.44 (m, 4 H), 1.46 (s, 9 H), 2.05-2...